From a dataset of the Open Reaction Database (ORD), a public repository of structured organic reaction records. describe an organic reaction: reactants, conditions, products, and yield Reactants: [Li]CCCC, C1CCOC1, CN1CCCN(C)C1=O, CCCCCC, CC(C)NC(C)C, COC(=O)C1CCCC(C(=O)OC)C1, ICI. Product: COC(=O)C1CCCC(CI)(C(=O)OC)C1. RXN SMILES: [CH2:14]([Li:15])[CH2:16][CH2:17][CH3:18].[CH2:45]1[O:46][CH2:47][CH2:48][CH2:49]1.[CH3:19][N:20]1[CH2:21][CH2:22][CH2:23][N:24]([CH3:25])[C:26]1=[O:27].[CH3:8][CH2:9][CH2:10][CH2:11][CH2:12][CH3:13].[CH:1]([NH:2][CH:3]([CH3:4])[CH3:5])([CH3:6])[CH3:7].[CH:28]1([C:38](=[O:39])[O:40][CH3:41])[CH2:29][CH:30]([C:34](=[O:35])[O:36][CH3:37])[CH2:31][CH2:32][CH2:33]1.[I:42][CH2:43][I:44]>>[CH:28]1([C:38](=[O:39])[O:40][CH3:41])[CH2:29][C:30]([C:34](=[O:35])[O:36][CH3:37])([CH2:43][I:42])[CH2:31][CH2:32][CH2:33]1. The reactants are N1N=CN=C1 (1,2,4-triazole), ClC=1N=C(C2=C(N1)SC(=C2)C(F)(F)F)NCC2=CC(=CC=C2)[N+](=O)[O-] (2-chloro-6-trifluoromethyl-4-(3-nitrobenzylamino)-thieno-[2,3-d]-pyrimidine). Yields the product N1(N=CN=C1)C=1N=C(C2=C(N1)SC(=C2)C(F)(F)F)NCC2=CC(=CC=C2)[N+](=O)[O-] (2-(1,2,4-triazol-1-yl)-6-trifluoromethyl-4-(3-nitrobenzylamino)-thieno-[2,3-d]-pyrimidine). Reaction SMILES: [NH:1]1[CH:5]=[N:4][CH:3]=[N:2]1.Cl[C:7]1[N:8]=[C:9]([NH:20][CH2:21][C:22]2[CH:27]=[CH:26][CH:25]=[C:24]([N+:28]([O-:30])=[O:29])[CH:23]=2)[C:10]2[CH:15]=[C:14]([C:16]([F:19])([F:18])[F:17])[S:13][C:11]=2[N:12]=1>>[N:1]1([C:7]2[N:8]=[C:9]([NH:20][CH2:21][C:22]3[CH:27]=[CH:26][CH:25]=[C:24]([N+:28]([O-:30])=[O:29])[CH:23]=3)[C:10]3[CH:15]=[C:14]([C:16]([F:18])([F:19])[F:17])[S:13][C:11]=3[N:12]=2)[CH:5]=[N:4][CH:3]=[N:2]1. Reported procedure: Following the procedure of Example 97, the reaction of 1,2,4-triazole with 2-chloro-6-trifluoromethyl-4-(3-nitrobenzylamino)-thieno-[2,3-d]-pyrimidine gives 2-(1,2,4-triazol-1-yl)-6-trifluoromethyl-4-(3-nitrobenzylamino)-thieno-[2,3-d]-pyrimidine.